This data is from the Open Reaction Database (ORD), a public repository of structured organic reaction records. The task is: describe an organic reaction: reactants, conditions, products, and yield Starting materials: FC1=C(C=CC(=C1)F)[C@@](CN1N=CN=C1)([C@@H](C)C1=CC=C(C=C1)C=1N(C(=NN1)S)C)O ((2R,3S)-2-(2,4-difluorophenyl)-3-(4-[3-mercapto-4-methyl-1,2,4-triazol-5-yl]phenyl)-1-(1,2,4-triazol-1-yl)butan-2-ol), OO (hydrogen peroxide). The solvent is C(C)(=O)O (acetic acid). Product: FC1=C(C=CC(=C1)F)[C@@](CN1N=CN=C1)([C@@H](C)C1=CC=C(C=C1)C1=NN=CN1C)O ((2R,3S)-2-(2,4-Difluorophenyl)-3-(4-[4-methyl-1,2,4-triazol-3-yl]phenyl)-1-(1,2,4-triazol-1-yl)butan-2-ol). Reaction SMILES: [F:1][C:2]1[CH:7]=[C:6]([F:8])[CH:5]=[CH:4][C:3]=1[C@:9]([OH:31])([C@H:16]([C:18]1[CH:23]=[CH:22][C:21]([C:24]2[N:25]([CH3:30])[C:26](S)=[N:27][N:28]=2)=[CH:20][CH:19]=1)[CH3:17])[CH2:10][N:11]1[CH:15]=[N:14][CH:13]=[N:12]1.OO>C(O)(=O)C>[F:1][C:2]1[CH:7]=[C:6]([F:8])[CH:5]=[CH:4][C:3]=1[C@:9]([OH:31])([C@H:16]([C:18]1[CH:23]=[CH:22][C:21]([C:24]2[N:25]([CH3:30])[CH:26]=[N:27][N:28]=2)=[CH:20][CH:19]=1)[CH3:17])[CH2:10][N:11]1[CH:15]=[N:14][CH:13]=[N:12]1. Reported procedure: A solution of (2R,3S)-2-(2,4-difluorophenyl)-3-(4-[3-mercapto-4-methyl-1,2,4-triazol-5-yl]phenyl)-1-(1,2,4-triazol-1-yl)butan-2-ol (0.6 g, 1.4 mmol) in acetic acid (10 ml) was heated under reflux and treated with aqueous hydrogen peroxide (30%, 0.5 ml, 8 mmol) dropwise. After a further 0.5 hour at reflux, the mixture was cooled to room temperature and evaporated under reduced pressure. The residue was partitioned between ethyl acetate (20 ml) and saturated sodium bicarbonate solution (20 ml). Th... Starting materials: N1C[C@H](OCC1)CNC1=NC(=CC2=NC=CN=C21)C2=CC=C(C=C2)N2CCOCC2 ((S)—N-(morpholin-2-ylmethyl)-7-(4-morpholinophenyl)pyrido[4,3-b]pyrazin-5-amine), BrC1=NC=CC=N1 (2-bromopyrimidine), C([O-])([O-])=O.[Cs+].[Cs+] (cesiumcarbonate). Run in CN(C)C=O (DMF). Yields the product O1CCN(CC1)C1=CC=C(C=C1)C1=CC2=NC=CN=C2C(=N1)NC[C@@H]1CN(CCO1)C1=NC=CC=N1 ((R)-7-(4-morpholinophenyl)-N-((4-(pyrimidin-2-yl)morpholin-2-yl)methyl)pyrido[4,3-b]pyrazin-5-amine). RXN SMILES: [NH:1]1[CH2:6][CH2:5][O:4][C@H:3]([CH2:7][NH:8][C:9]2[C:18]3[C:13](=[N:14][CH:15]=[CH:16][N:17]=3)[CH:12]=[C:11]([C:19]3[CH:24]=[CH:23][C:22]([N:25]4[CH2:30][CH2:29][O:28][CH2:27][CH2:26]4)=[CH:21][CH:20]=3)[N:10]=2)[CH2:2]1.Br[C:32]1[N:37]=[CH:36][CH:35]=[CH:34][N:33]=1.C(=O)([O-])[O-].[Cs+].[Cs+]>CN(C=O)C>[O:28]1[CH2:29][CH2:30][N:25]([C:22]2[CH:21]=[CH:20][C:19]([C:11]3[N:10]=[C:9]([NH:8][CH2:7][C@H:3]4[O:4][CH2:5][CH2:6][N:1]([C:32]5[N:37]=[CH:36][CH:35]=[CH:34][N:33]=5)[CH2:2]4)[C:18]4[C:13](=[N:14][CH:15]=[CH:16][N:17]=4)[CH:12]=3)=[CH:24][CH:23]=2)[CH2:26][CH2:27]1 |f:2.3.4|. Reported procedure: A solution of (S)—N-(morpholin-2-ylmethyl)-7-(4-morpholinophenyl)pyrido[4,3-b]pyrazin-5-amine (100 mg, 0.246 mmol), 2-bromopyrimidine (59 mg, 0.37 mmol) and cesiumcarbonate (193 mg, 0.592 mmol) in DMF (2 mL) was heated at 100° C. in a sealed tube for overnight. Then the mixture was extracted with EA, washed with brine, concentrated and purified by flash column chromatography, eluting with DCM/MeOH to give product as light yellow solid. MS (m/z): 485 (M+H)+ The reactants are OCC(C)(C)NC(=S)NC1=CC=CC=C1 (N-(1-hydroxy-2-methylpropan-2-yl)-N′-phenylthiourea), [OH-].[Na+] (NaOH). The solvent is Cl (HCl). Conditions: temperature 90 celsius. Product: CC1(N=C(SC1)NC1=CC=CC=C1)C (4,4-dimethyl-N-phenyl-4,5-dihydrothiazol-2-amine). Yield: 30.2%. As a reaction SMILES: O[CH2:2][C:3]([NH:6][C:7]([NH:9][C:10]1[CH:15]=[CH:14][CH:13]=[CH:12][CH:11]=1)=[S:8])([CH3:5])[CH3:4].[OH-].[Na+]>Cl>[CH3:2][C:3]1([CH3:5])[CH2:4][S:8][C:7]([NH:9][C:10]2[CH:15]=[CH:14][CH:13]=[CH:12][CH:11]=2)=[N:6]1 |f:1.2|. Procedure: N-(1-hydroxy-2-methylpropan-2-yl)-N′-phenylthiourea (80.1 g, 0.36 mol) was dissolved in 2,400 mL of 35% HCl, and the resulting mixture was stirred while heating at 90° C. for 1.5 hours. After cooling, the mixture was neutralized with NaOH and extracted with diethyl ether. The extract was washed with saturated brine and then anhydrous sodium sulfate was added. The organic phase was distilled off under reduced pressure and the residue was washed three times with hexane. The crystals thus obtained ... The reactants are C(C=C)(=O)OCCCCOC(=O)OC1=CC=C(C(=O)O)C=C1 (4-(acryloxybutyloxycarbonyloxy)benzoic acid), C1(CCCCC1)N=C=NC1CCCCC1 (N,N′-dicyclohexylcarbodiimide), 2,4-O-benzylidene-D-threitol. The reagents and catalysts are CN(C)C=1C=CN=CC1 (4-DMAP). The solvent is ClCCl (dichloromethane). The product is C1(CCCCC1)NC(=O)NC1CCCCC1 (N,N′-dicyclohexylurea). RXN SMILES: C(OCCCCOC(OC1C=CC(C(O)=O)=CC=1)=O)(=[O:4])C=C.[CH:23]1([N:29]=[C:30]=[N:31][CH:32]2[CH2:37][CH2:36][CH2:35][CH2:34][CH2:33]2)[CH2:28][CH2:27][CH2:26][CH2:25][CH2:24]1>CN(C1C=CN=CC=1)C.ClCCl>[CH:32]1([NH:31][C:30]([NH:29][CH:23]2[CH2:24][CH2:25][CH2:26][CH2:27][CH2:28]2)=[O:4])[CH2:37][CH2:36][CH2:35][CH2:34][CH2:33]1. Procedure: A solution of 4-(acryloxybutyloxycarbonyloxy)benzoic acid (2 mmol), N,N′-dicyclohexylcarbodiimide (2.2 mmol), 2,4-O-benzylidene-D-threitol (1.1 mmol; cf. Example 1c) and the catalyst 4-DMAP (0.1 mmol) in dichloromethane (5 ml) is stirred at room temperature until the reaction is complete, the N,N′-dicyclohexylurea which has been formed is filtered off and the solvent is removed under reduced pressure. The residue is finally purified by column chromatography and recrystallized from ethanol. The reactants are NC=1C(=NC(=C(N1)N)Cl)C(=O)NCCN(C)CCN (3,5-diamino-N-[2-[(2-aminoethyl)methylamino]ethyl]-6 -chloropyrazinecarboxamide), BrC=1C(=C(C=2CCC(C2C1)(C)C)C=O)O (6-bromo-1,1-dimethyl-5-hydroxyindan-4-carboxaldehyde), CCOCC (ether), [BH4-].[Na+] (Sodium borohydride). Solvent: C(C)O (ethanol), C(Cl)Cl (methylene chloride). Run at time 1 hour. Product: NC=1C(=NC(=C(N1)N)Cl)C(=O)NCCN(C)CCNCC1=C2CCC(C2=CC(=C1O)Br)(C)C (3,5-Diamino-N-[2-[[2-[[(6-bromo-2,3-dihydro-5-hydroxy1,1-dimethyl-1H-inden-4-yl)methyl]amino]ethyl]methylamino]ethyl]-6-chloropyrazinecarboxamide). The yield is 76.6%. Reaction SMILES: [NH2:1][C:2]1[C:3]([C:10]([NH:12][CH2:13][CH2:14][N:15]([CH2:17][CH2:18][NH2:19])[CH3:16])=[O:11])=[N:4][C:5]([Cl:9])=[C:6]([NH2:8])[N:7]=1.[Br:20][C:21]1[C:22]([OH:34])=[C:23]([CH:32]=O)[C:24]2[CH2:25][CH2:26][C:27]([CH3:31])([CH3:30])[C:28]=2[CH:29]=1.[BH4-].[Na+].CCOCC>C(O)C.C(Cl)Cl>[NH2:1][C:2]1[C:3]([C:10]([NH:12][CH2:13][CH2:14][N:15]([CH2:17][CH2:18][NH:19][CH2:32][C:23]2[C:22]([OH:34])=[C:21]([Br:20])[CH:29]=[C:28]3[C:24]=2[CH2:25][CH2:26][C:27]3([CH3:31])[CH3:30])[CH3:16])=[O:11])=[N:4][C:5]([Cl:9])=[C:6]([NH2:8])[N:7]=1 |f:2.3|. Procedure: A mixture of 1.82 g (6.32 mmol) of 3,5-diamino-N-[2-[(2-aminoethyl)methylamino]ethyl]-6 -chloropyrazinecarboxamide (A) and 1.70 g (6.32 mmol) of 6-bromo-1,1-dimethyl-5-hydroxyindan-4-carboxaldehyde (B) in 70 ml of ethanol and 10 ml of methylene chloride was stirred at ambient temperature for 1 h. Sodium borohydride (0.29 g, 7.58 mmol) was added and the reaction mixture stirred for 15 min. The solution was evaporated and the residue was partitioned between water and methylene chloride The organic... Starting materials: CC1(C(C(CCC1)C)=O)C (2,2,6-trimethyl-cyclohexanone), CC1(C(C(CCC1C)C)O)C (2,2,3,6-tetramethyl-cyclohexanol). Yields the product CC1(C(C(CCC1)=O)(C)C)C (tetramethyl-cyclohexanone). Reaction SMILES: [CH3:1]C1(C)CCCC(C)C1=O.[CH3:11][C:12]1([CH3:21])[CH:17]([CH3:18])[CH2:16][CH2:15][CH:14](C)[CH:13]1[OH:20]>>[CH3:1][C:17]1([CH3:18])[CH2:16][CH2:15][CH2:14][C:13](=[O:20])[C:12]1([CH3:11])[CH3:21]. Reported procedure: If the procedure of Example 8 is followed but instead of 28 g of 2,2,6-trimethyl-cyclohexanone 31 g of 2,2,3,6-tetramethyl-cyclohexanol are employed, fractional distillation gives 9.6 g of unconverted tetramethyl-cyclohexanone and 21 g (corresponding to 73% of theory, based on ketone converted) of 2,2,3,6-tetramethyl-1-(but-1'-yn-3'-en-1'-yl)-cyclohexanol of boiling point 66°-67° C/0.2 mm Hg and refractive index nD25 = 1.5018. Fragrance note: faintly floral, coniferous, fruity.